Dataset: the Open Reaction Database (ORD), a public repository of structured organic reaction records. Task: describe an organic reaction: reactants, conditions, products, and yield Reactants: COCCOC, O=S(=O)(c1ccc(B(O)O)cc1)N1CCCC1, COC(=O)c1nc(Br)cnc1N, O. Yields the product COC(=O)c1nc(-c2ccc(S(=O)(=O)N3CCCC3)cc2)cnc1N. As a reaction SMILES: [CH3:31][O:32][CH2:33][CH2:34][O:35][CH3:36].[N:1]1([S:6](=[O:7])(=[O:8])[c:9]2[cH:10][cH:11][c:12]([B:15]([OH:16])[OH:17])[cH:13][cH:14]2)[CH2:2][CH2:3][CH2:4][CH2:5]1.[NH2:18][c:19]1[c:20]([C:26](=[O:27])[O:28][CH3:29])[n:21][c:22]([Br:25])[cH:23][n:24]1.[OH2:30]>>[N:1]1([S:6](=[O:7])(=[O:8])[c:9]2[cH:10][cH:11][c:12](-[c:22]3[n:21][c:20]([C:26](=[O:27])[O:28][CH3:29])[c:19]([NH2:18])[n:24][cH:23]3)[cH:13][cH:14]2)[CH2:2][CH2:3][CH2:4][CH2:5]1. The reactants are N#Cc1cc(Cl)c(C(=O)Nc2ccnc(Br)c2)c(Cl)c1, O=C([O-])[O-], [Cs+], [Cs+], NC(=O)C1CC1, O=C(C=Cc1ccccc1)C=Cc1ccccc1, O=C(C=Cc1ccccc1)C=Cc1ccccc1, O=C(C=Cc1ccccc1)C=Cc1ccccc1, C1COCCO1, [Pd], [Pd]. The product is N#Cc1cc(Cl)c(C(=O)Nc2ccnc(NC(=O)C3CC3)c2)c(Cl)c1. Reaction SMILES: [Br:1][c:2]1[n:3][cH:4][cH:5][c:6]([NH:8][C:9]([c:10]2[c:11]([Cl:19])[cH:12][c:13]([C:17]#[N:18])[cH:14][c:15]2[Cl:16])=[O:20])[cH:7]1.[C:27](=[O:28])([O-:29])[O-:30].[Cs+:31].[Cs+:32].[NH2:21][C:22](=[O:23])[CH:24]1[CH2:25][CH2:26]1.[O:35]=[C:36]([CH:37]=[CH:38][c:39]1[cH:40][cH:41][cH:42][cH:43][cH:44]1)[CH:45]=[CH:46][c:47]1[cH:48][cH:49][cH:50][cH:51][cH:52]1.[O:53]=[C:54]([CH:55]=[CH:56][c:57]1[cH:58][cH:59][cH:60][cH:61][cH:62]1)[CH:63]=[CH:64][c:65]1[cH:66][cH:67][cH:68][cH:69][cH:70]1.[O:71]=[C:72]([CH:73]=[CH:74][c:75]1[cH:76][cH:77][cH:78][cH:79][cH:80]1)[CH:81]=[CH:82][c:83]1[cH:84][cH:85][cH:86][cH:87][cH:88]1.[O:89]1[CH2:90][CH2:91][O:92][CH2:93][CH2:94]1.[Pd:33].[Pd:34]>>[c:2]1([NH:21][C:22](=[O:23])[CH:24]2[CH2:25][CH2:26]2)[n:3][cH:4][cH:5][c:6]([NH:8][C:9]([c:10]2[c:11]([Cl:19])[cH:12][c:13]([C:17]#[N:18])[cH:14][c:15]2[Cl:16])=[O:20])[cH:7]1. The reactants are Br[C@H](C)C1=CC(=CC(=C1)C(F)(F)F)C(F)(F)F ((R)-1-bromo-1-[3,5-bis(trifluoromethyl)phenyl]ethane), [N-]=[N+]=[N-].[Na+] (sodium azide). Solvent: CN(C=O)C (N,N-dimethylformamide). Reaction conditions: temperature -16.5 celsius, time 4 hour. Yields the product FC(C=1C=C(C=C(C1)C(F)(F)F)C(C)N=[N+]=[N-])(F)F (1-[3,5-bis(trifluoromethyl)phenyl]ethyl azide). The yield is 117.2%. Reaction SMILES: Br[C@@H:2]([C:4]1[CH:9]=[C:8]([C:10]([F:13])([F:12])[F:11])[CH:7]=[C:6]([C:14]([F:17])([F:16])[F:15])[CH:5]=1)[CH3:3].[N-:18]=[N+:19]=[N-:20].[Na+]>CN(C)C=O>[F:15][C:14]([F:17])([F:16])[C:6]1[CH:5]=[C:4]([CH:2]([N:18]=[N+:19]=[N-:20])[CH3:3])[CH:9]=[C:8]([C:10]([F:13])([F:12])[F:11])[CH:7]=1 |f:1.2|. Procedure details: A solution of (R)-1-bromo-1-[3,5-bis(trifluoromethyl)phenyl]ethane (2) (106 mg, 0.336 mmol, 99% ee) obtained in 1-(a) mentioned above in N,N-dimethylformamide (1 mL) was added with sodium azide (64.4 mg, 0.990 mmol), and the mixture was stirred at −18 to −15° C. for 4 hours. The reaction solution was extracted with ethyl acetate/n-hexane (1:1) and water, the organic layer was washed with saturated brine, dried over anhydrous sodium sulfate, and then concentrated under reduced pressure to obtain ... Reactants: O=C1CCC(=O)N1Br, ClCCl, Nc1ccccc1F. Yields the product Nc1ccc(Br)cc1F. RXN SMILES: [Br:1][N:2]1[C:3](=[O:4])[CH2:5][CH2:6][C:7]1=[O:8].[Cl:17][CH2:18][Cl:19].[NH2:9][c:10]1[cH:11][cH:12][cH:13][cH:14][c:15]1[F:16]>>[Br:1][c:13]1[cH:12][cH:11][c:10]([NH2:9])[c:15]([F:16])[cH:14]1. Reactants: arylboronic acids, C1(=CC=CC=C1)B(O)O (phenylboronic acid), ClC=1C=NC=CC1 (3-chloropyridine), ClC1=CC=CC=C1 (chlorobenzene), ClC1=CC=CC=C1 (chlorobenzene), organometallic, chlorides, Pd(bis-1,4-(diphenylphosphino)butane)Cl2, iodides, arylboronic acids, heteroaryl chlorides, aryl or heteroaryl bromides. As a reaction SMILES: [C:1]1(B(O)O)[CH:6]=[CH:5][CH:4]=[CH:3][CH:2]=1.[Cl:10][C:11]1[CH:12]=[N:13][CH:14]=[CH:15][CH:16]=1.Cl[C:18]1[CH:23]=[CH:22][CH:21]=[CH:20][CH:19]=1>[Pd].[Pd].C1(P(C2C=CC=CC=2)C2C=CC=CC=2)C=CC=CC=1.C1(P(C2C=CC=CC=2)C2C=CC=CC=2)C=CC=CC=1.C1(P(C2C=CC=CC=2)C2C=CC=CC=2)C=CC=CC=1.C1(P(C2C=CC=CC=2)C2C=CC=CC=2)C=CC=CC=1>[C:1]1([C:18]2[CH:23]=[CH:22][CH:21]=[CH:20][CH:19]=2)[CH:6]=[CH:5][CH:4]=[CH:3][CH:2]=1.[Cl:10][C:11]1[CH:12]=[N:13][CH:14]=[CH:15][CH:16]=1 |f:4.5.6.7.8|. Reagents/catalysts: [Pd].C1(=CC=CC=C1)P(C1=CC=CC=C1)C1=CC=CC=C1.C1(=CC=CC=C1)P(C1=CC=CC=C1)C1=CC=CC=C1.C1(=CC=CC=C1)P(C1=CC=CC=C1)C1=CC=CC=C1.C1(=CC=CC=C1)P(C1=CC=CC=C1)C1=CC=CC=C1 (tetrakis(triphenylphosphine) palladium), [Pd] (palladium). Reported procedure: Ali et al., Tetrahedron, vol 48 (1992), pp. 8117-8126 discloses Suzuki-type cross-coupling reactions of arylboronic acids with pi-electron deficient heteroaryl chlorides (chloropyridines, chloropyrimidines, and chloropyrazines, chloroquinolines). These authors state, "It is widely accepted that palladium-catalyzed cross coupling reactions of arylboronic acids, and indeed of other organometallic species, proceed best with aryl or heteroaryl bromides or iodides, and either poorly, or more commonly... The yield is 28.0%. Yields the product C1(=CC=CC=C1)C1=CC=CC=C1 (biphenyl), ClC=1C=NC=CC1 (3-chloropyridine).